describe an organic reaction: reactants, conditions, products, and yield From a dataset of the Open Reaction Database (ORD), a public repository of structured organic reaction records. Reactants: 11A, ClC1=C2C=CC=CC2=C(C2=CC=CC=C12)C=O (10-chloro-9-anthraldehyde), CC[O-].[Na+] (NaOEt), CCO (EtOH). Run in C(Cl)Cl.CCCCCC (CH2Cl2 hexane). Yields the product C(C)OC1=C2C=CC=CC2=C(C2=CC=CC=C12)C=O (10-ethoxy-9-anthracenecarbaldehyde). Reaction SMILES: [CH3:1][CH2:2][O-:3].[Na+].CCO.Cl[C:9]1[C:22]2[C:17](=[CH:18][CH:19]=[CH:20][CH:21]=2)[C:16]([CH:23]=[O:24])=[C:15]2[C:10]=1[CH:11]=[CH:12][CH:13]=[CH:14]2>C(Cl)Cl.CCCCCC>[CH2:2]([O:3][C:9]1[C:22]2[C:17](=[CH:18][CH:19]=[CH:20][CH:21]=2)[C:16]([CH:23]=[O:24])=[C:15]2[C:10]=1[CH:11]=[CH:12][CH:13]=[CH:14]2)[CH3:1] |f:0.1,4.5|. Procedure details: Using the procedure outlined in 11A, except that NaOEt (Aldrich)/EtOH was used instead of NaOCH3 /CH3OH, 10-chloro-9-anthraldehyde (Aldrich) gave 10-ethoxy-9-anthracenecarbaldehyde mp 88°-90°, (CH2Cl2 /hexane) (C, H). The reactants are NCCSCc1[nH]cnc1Br, C#CCN, CSC(=C[N+](=O)[O-])SC. Product: C#CCNC(=C[N+](=O)[O-])NCCSCc1[nH]cnc1Br. RXN SMILES: [Br:1][c:2]1[n:3][cH:4][nH:5][c:6]1[CH2:7][S:8][CH2:9][CH2:10][NH2:11].[CH2:21]([C:22]#[CH:23])[NH2:24].[CH3:12][S:13][C:14](=[CH:15][N+:16](=[O:17])[O-:18])[S:19][CH3:20]>>[Br:1][c:2]1[n:3][cH:4][nH:5][c:6]1[CH2:7][S:8][CH2:9][CH2:10][NH:11][C:14](=[CH:15][N+:16](=[O:17])[O-:18])[NH:24][CH2:21][C:22]#[CH:23].